Dataset: the Open Reaction Database (ORD), a public repository of structured organic reaction records. Task: describe an organic reaction: reactants, conditions, products, and yield The reactants are ethyl R-(+)-3-butyryloxypentanate, ClCCCl (1,2-dichloroethane), C(C)O (ethanol), S(O)(O)(=O)=O (sulfuric acid), O (water), C(C)(=O)OCC (ethyl acetate). The product is OC(CC(=O)OCC)CC (ethyl 3-hydroxypentanate). Reaction SMILES: Cl[CH2:2][CH2:3]Cl.[CH2:5]([OH:7])[CH3:6].S(=O)(=O)(O)O.O.[C:14]([O:17][CH2:18][CH3:19])(=[O:16])C>>[OH:7][CH:5]([CH2:2][CH3:3])[CH2:6][C:14]([O:17][CH2:18][CH3:19])=[O:16]. Procedure details: The mixture of 1.9 g of ethyl R-(+)-3-butyryloxypentanate, 16 ml of 1,2-dichloroethane, 16 ml of ethanol and 0.3 ml of sulfuric acid was refluxed for 40 hours, water and ethyl acetate was added and the mixture was stirred. The separated organic layer was washed with a saturated aqueous solution of sodium bicarbonate and then with water, and dried on anhydrous magnesium sulfate. The solvent was distilled away, and 1.0 g crude product was obtained. The crude product was chromatographically purifie... Reactants: O=c1c2cc(Cl)ccc2nc(CCl)n1-c1ccccc1Cl, [K+], [K+], Nc1ncnc2[nH]cnc12, O=C([O-])[O-], CN(C)C=O. Product: Nc1ncnc2c1ncn2Cc1nc2ccc(Cl)cc2c(=O)n1-c1ccccc1Cl. As a reaction SMILES: [Cl:1][c:2]1[cH:3][c:4]2[c:5](=[O:21])[n:6](-[c:14]3[c:15]([Cl:20])[cH:16][cH:17][cH:18][cH:19]3)[c:7]([CH2:12][Cl:13])[n:8][c:9]2[cH:10][cH:11]1.[K+:32].[K+:33].[NH2:22][c:23]1[n:24][cH:25][n:26][c:27]2[nH:28][cH:29][n:30][c:31]12.[O-:34][C:35]([O-:36])=[O:37].[O:38]=[CH:39][N:40]([CH3:41])[CH3:42]>>[Cl:1][c:2]1[cH:3][c:4]2[c:5](=[O:21])[n:6](-[c:14]3[c:15]([Cl:20])[cH:16][cH:17][cH:18][cH:19]3)[c:7]([CH2:12][n:28]3[c:27]4[n:26][cH:25][n:24][c:23]([NH2:22])[c:31]4[n:30][cH:29]3)[n:8][c:9]2[cH:10][cH:11]1. Reactants: BrCCCCCCCCCCCCO (12-bromododecanol), COC1=CC=C(CS)C=C1 (p-methoxybenzylmercaptan), C[O-] (methoxide), Na. The solvent is CO (MeOH). Conditions: time 5 minute. Product: COC1=CC=C(CSCCCCCCCCCCCCO)C=C1 (12-p-methoxybenzylthio-1-dodecanol). Yield: 90.0%. Reaction SMILES: [CH3:1][O:2][C:3]1[CH:10]=[CH:9][C:6]([CH2:7][SH:8])=[CH:5][CH:4]=1.C[O-].Br[CH2:14][CH2:15][CH2:16][CH2:17][CH2:18][CH2:19][CH2:20][CH2:21][CH2:22][CH2:23][CH2:24][CH2:25][OH:26]>CO>[CH3:1][O:2][C:3]1[CH:10]=[CH:9][C:6]([CH2:7][S:8][CH2:14][CH2:15][CH2:16][CH2:17][CH2:18][CH2:19][CH2:20][CH2:21][CH2:22][CH2:23][CH2:24][CH2:25][OH:26])=[CH:5][CH:4]=1. Reported procedure: Na (800 mg, 34.8 mmol) was dissolved in 30 mL of dry MeOH. Under argon, p-methoxybenzylmercaptan (2.75 mL, 3.04 g, 19.7 mmol) was added to the methoxide solution. After a few minutes, 12-bromododecanol (2.5 g, 9.43 mmol) was dropped into the reaction mixture. Within 5 minutes a solid began to come out of solution. After a minimum of 3 h, the reaction was filtered and washed 3× with cold MeOH, yielding 2.874 g (8.49 mmol, 90%) of pure product after drying. 1H NMR (CDCl3): d 7.23 (d, J=8.8 Hz, 2H,... Reactants: C(C)OC(CC=1C=C(C=C(C1)Cl)C1=C(C=C(C=C1)F)C=O)=O ((5-chloro-4′-fluoro-2′-formyl-biphenyl-3-yl)-acetic acid ethyl ester), C(C)N (ethylamine). The product is C(C)OC(CC=1C=C(C=C(C1)Cl)C1=C(C=C(C=C1)F)CNCC)=O ((5-Chloro-2′-ethylaminomethyl-4′-fluoro-biphenyl-3-yl)-acetic acid ethyl ester). As a reaction SMILES: [CH2:1]([O:3][C:4](=[O:22])[CH2:5][C:6]1[CH:7]=[C:8]([C:13]2[CH:18]=[CH:17][C:16]([F:19])=[CH:15][C:14]=2[CH:20]=O)[CH:9]=[C:10]([Cl:12])[CH:11]=1)[CH3:2].[CH2:23]([NH2:25])[CH3:24]>>[CH2:1]([O:3][C:4](=[O:22])[CH2:5][C:6]1[CH:7]=[C:8]([C:13]2[CH:18]=[CH:17][C:16]([F:19])=[CH:15][C:14]=2[CH2:20][NH:25][CH2:23][CH3:24])[CH:9]=[C:10]([Cl:12])[CH:11]=1)[CH3:2]. Reported procedure: Prepared according to the procedure described in Example 1, Step 5, using the following starting materials: (5-chloro-4′-fluoro-2′-formyl-biphenyl-3-yl)-acetic acid ethyl ester and ethylamine (2M in THF). Reaction SMILES: C[O:2][C:3](=[O:28])[CH2:4][O:5][CH2:6][CH2:7][CH2:8][CH2:9][N:10]1[C@@H:15](/[CH:16]=[CH:17]/[C:18](=[O:26])[CH2:19][C:20]2[CH:25]=[CH:24][CH:23]=[CH:22][CH:21]=2)[CH2:14][CH2:13][CH2:12][C:11]1=[O:27]>C(#N)C.P([O-])([O-])([O-])=O>[O:27]=[C:11]1[CH2:12][CH2:13][CH2:14][C@H:15](/[CH:16]=[CH:17]/[C:18](=[O:26])[CH2:19][C:20]2[CH:25]=[CH:24][CH:23]=[CH:22][CH:21]=2)[N:10]1[CH2:9][CH2:8][CH2:7][CH2:6][O:5][CH2:4][C:3]([OH:28])=[O:2]. Procedure details: Rabbit liver esterase (134 units/mg, 1 mg) was added to a solution of {4-[(R)-2-oxo-6-((E)-3-oxo-4-phenyl-but-1-enyl)-piperidin-1-yl]-butoxy}-acetic acid methyl ester (10 mg, 0.026 mmol) in acetonitrile (0.2 mL) and pH 7.2 phosphate buffer (3.0 mL). After 24 h, acetonitrile (5 mL) was added and the reaction mixture was concentrated to dryness in vacuo. Purification of the residue by flash column chromatography on silica gel (CH2Cl2 →3% MeOH(CH2Cl2, gradient) afforded 7.7 mg (80%) of the title co... Conditions: time 24 hour. Yields the product O=C1N([C@H](CCC1)\C=C\C(CC1=CC=CC=C1)=O)CCCCOCC(=O)O ({4-[(R)-2-Oxo-6-((E)-3-oxo-4-phenyl-but-1-enyl)-piperidin-1-yl]-butoxy}-acetic acid). The solvent is C(C)#N (acetonitrile), P(=O)([O-])([O-])[O-] (phosphate), C(C)#N (acetonitrile). Starting materials: COC(COCCCCN1C(CCC[C@@H]1\C=C\C(CC1=CC=CC=C1)=O)=O)=O ({4-[(R)-2-oxo-6-((E)-3-oxo-4-phenyl-but-1-enyl)-piperidin-1-yl]-butoxy}-acetic acid methyl ester). Yield: 79.3%.